From a dataset of the Open Reaction Database (ORD), a public repository of structured organic reaction records. describe an organic reaction: reactants, conditions, products, and yield Procedure: To an ice cold solution of 2,5-dibromo-3-nitrothiophene (5.0 g, 17.4 mmol, DellErba, C.; Spinelli, D. Tetrahedron, 1965, 21, 1061-1066) in acetic acid-acetic anhydride (1:1, 50 mL) was added iron powder (5.8 g, 104.5 mmol) slowly for 15 min. and stirred at rt for 4 h. After completion of the reaction, the reaction mixture was poured into ice cold water (500 mL) and stirred for 15 min. The precipitated solid was filtered, washed with water and dried. The crude product was chromatographed over sil... Conditions: time 4 hour. Yield: 58.0%. The reactants are ice, BrC=1SC(=CC1[N+](=O)[O-])Br (2,5-dibromo-3-nitrothiophene), C(C)(=O)OC(C)=O (acetic acid-acetic anhydride), ice. As a reaction SMILES: [Br:1][C:2]1[S:3][C:4]([Br:10])=[CH:5][C:6]=1[N+:7]([O-])=O.[C:11](OC(=O)C)(=[O:13])[CH3:12]>[Fe]>[Br:1][C:2]1[S:3][C:4]([Br:10])=[CH:5][C:6]=1[NH:7][C:11](=[O:13])[CH3:12]. Yields the product BrC=1SC(=CC1NC(C)=O)Br (N-(2,5-Dibromothiophen-3-yl)acetamide). The reagents and catalysts are [Fe] (iron). Reactants: O=C1CN(CCC1)C(=O)OC(C)(C)C (tert-butyl 3-oxopiperidine-1-carboxylate), NC1=CC=NC=C1 (4-aminopyridine). The product is N1CC(CCC1)NC1=CC=NC=C1 (N-(Piperidin-3-yl)pyridin-4-amine). As a reaction SMILES: O=[C:2]1[CH2:7][CH2:6][CH2:5][N:4](C(OC(C)(C)C)=O)[CH2:3]1.[NH2:15][C:16]1[CH:21]=[CH:20][N:19]=[CH:18][CH:17]=1>>[NH:4]1[CH2:5][CH2:6][CH2:7][CH:2]([NH:15][C:16]2[CH:21]=[CH:20][N:19]=[CH:18][CH:17]=2)[CH2:3]1. Procedure details: Reaction of tert-butyl 3-oxopiperidine-1-carboxylate and 4-aminopyridine using the method of Example 3 followed by deprotection using the method of Example 4 affords the title compound. Reactants: Cn1cncc1Br, CC#N, CCOC(=O)Cl. The product is CCOC(=O)c1ncc(Br)n1C. Reaction SMILES: [Br:7][c:8]1[cH:9][n:10][cH:11][n:12]1[CH3:13].[CH3:14][C:15]#[N:16].[Cl:1][C:2](=[O:3])[O:4][CH2:5][CH3:6]>>[C:2](=[O:3])([O:4][CH2:5][CH3:6])[c:11]1[n:10][cH:9][c:8]([Br:7])[n:12]1[CH3:13]. The reactants are C[O-], CO, Cc1cc([N+](=O)[O-])c(NC(C)C)c([N+](=O)[O-])c1Cl, [Na+]. The product is COc1c(C)cc([N+](=O)[O-])c(NC(C)C)c1[N+](=O)[O-]. RXN SMILES: [CH3:19][O-:20].[CH3:22][OH:23].[Cl:1][c:2]1[c:3]([N+:16](=[O:17])[O-:18])[c:4]([NH:5][CH:6]([CH3:7])[CH3:8])[c:9]([N+:13](=[O:14])[O-:15])[cH:10][c:11]1[CH3:12].[Na+:21]>>[c:2]1([O:20][CH3:19])[c:3]([N+:16](=[O:17])[O-:18])[c:4]([NH:5][CH:6]([CH3:7])[CH3:8])[c:9]([N+:13](=[O:14])[O-:15])[cH:10][c:11]1[CH3:12]. The reactants are CC(CNC[C@@H](C1=CC=CC=C1)N1C=NC(=C1)[N+](=O)[O-])(C)C ((R)-2,2-dimethyl-N-(2-(4-nitro-1H-imidazol-1-yl)-2-phenylethyl)propan-1-amine), FC=1C=C2CCC(CC2=C(C1)F)N[C@H](C(=O)O)CCC ((S)-2-(6,8-Difluoro-1,2,3,4-tetrahydro-naphthalen-2-ylamino)-pentanoic acid). The product is CC(CNC[C@H](C1=CC=CC=C1)N1C=NC(=C1)NC([C@H](CCC)NC1CC2=C(C=C(C=C2CC1)F)F)=O)(C)C ((S)-2-(6,8-Difluoro-1,2,3,4-tetrahydro-naphthalen-2-ylamino)-pentanoic acid {(S)-1-[2-(2,2-dimethyl-propylamino)-1-phenyl-ethyl]-1H-imidazol-4-yl}-amide). Reaction SMILES: [CH3:1][C:2]([CH3:22])([CH3:21])[CH2:3][NH:4][CH2:5][C@H:6]([N:13]1[CH:17]=[C:16]([N+:18]([O-])=O)[N:15]=[CH:14]1)[C:7]1[CH:12]=[CH:11][CH:10]=[CH:9][CH:8]=1.[F:23][C:24]1[CH:25]=[C:26]2[C:31](=[C:32]([F:34])[CH:33]=1)[CH2:30][CH:29]([NH:35][C@@H:36]([CH2:40][CH2:41][CH3:42])[C:37](O)=[O:38])[CH2:28][CH2:27]2>>[CH3:1][C:2]([CH3:22])([CH3:21])[CH2:3][NH:4][CH2:5][C@@H:6]([N:13]1[CH:17]=[C:16]([NH:18][C:37](=[O:38])[C@@H:36]([NH:35][CH:29]2[CH2:28][CH2:27][C:26]3[C:31](=[C:32]([F:34])[CH:33]=[C:24]([F:23])[CH:25]=3)[CH2:30]2)[CH2:40][CH2:41][CH3:42])[N:15]=[CH:14]1)[C:7]1[CH:12]=[CH:11][CH:10]=[CH:9][CH:8]=1. Reported procedure: (R)-2,2-dimethyl-N-(2-(4-nitro-1H-imidazol-1-yl)-2-phenylethyl)propan-1-amine was reduced and coupled with (S)-2-(6,8-Difluoro-1,2,3,4-tetrahydro-naphthalen-2-ylamino)-pentanoic acid (U.S. Ser. No. 11/078,898 filed Mar. 11, 2005) to afford the title compound: MS 538 m/z (M+1). The reactants are FC(C(=O)N)(F)F.CC1=C2C(=CC=3C(CNCCC31)C3=CC=C(C=C3)S(=O)(=O)O)OCO2 (6-methyl-7,8-methylenedioxy-1-(p-sulfophenyl)2,3,4,5-tetrahydro-1H-3-benzazepine trifluoroacetamide), [OH-].[NH4+] (ammonium hydroxide), S(=O)(=O)(Cl)Cl (sulfonyl chloride), S(=O)(Cl)Cl.CN(C=O)C (thionyl chloride dimethylformamide). Product: FC(C(=O)N)(F)F.CC1=C2C(=CC=3C(CNCCC31)C3=CC=C(C=C3)S(N)(=O)=O)OCO2 (6-methyl-7,8-methylenedioxy-1-(p-sulfamylphenyl)-2,3,4,5-tetrahydro-1H-3-benzazepine trifluoroacetamide). Reaction SMILES: [F:1][C:2]([F:7])([F:6])[C:3]([NH2:5])=[O:4].[CH3:8][C:9]1[C:19]2[CH2:18][CH2:17][NH:16][CH2:15][CH:14]([C:20]3[CH:25]=[CH:24][C:23]([S:26](O)(=[O:28])=[O:27])=[CH:22][CH:21]=3)[C:13]=2[CH:12]=[C:11]2[O:30][CH2:31][O:32][C:10]=12.S(Cl)(Cl)(=O)=O.S(Cl)(Cl)=O.C[N:43](C)C=O.[OH-].[NH4+]>>[F:1][C:2]([F:7])([F:6])[C:3]([NH2:5])=[O:4].[CH3:8][C:9]1[C:19]2[CH2:18][CH2:17][NH:16][CH2:15][CH:14]([C:20]3[CH:25]=[CH:24][C:23]([S:26](=[O:28])(=[O:27])[NH2:43])=[CH:22][CH:21]=3)[C:13]=2[CH:12]=[C:11]2[O:30][CH2:31][O:32][C:10]=12 |f:0.1,3.4,5.6,7.8|. Procedure details: The sulfonic acid (750 mg) is converted to the sulfonyl chloride using thionyl chloride/dimethylformamide then reacted without purification with an excess of ammonium hydroxide to give 6-methyl-7,8-methylenedioxy-1-(p-sulfamylphenyl)-2,3,4,5-tetrahydro-1H-3-benzazepine trifluoroacetamide. Alkaline hydrolysis of the acetamide (500 mg) and boron tribromide treatment of the residue in the cold gives the desired 6-methyl-7,8-dihydroxy-1-(p-sulfamylphenyl)-2,3,4,5-tetrahydro-1H-3-benzazepine hydrochl... Starting materials: [OH-].[Na+] (sodium hydroxide), NC(C(C)C)P(O)O (1-amino-2-methylpropanephosphonous acid), ClC(=O)OCC1=CC=CC=C1 (benzyl chloroformate), [OH-].[Na+] (sodium hydroxide). The solvent is O (water). Reaction conditions: time 6 hour. Product: C(=O)(OCC1=CC=CC=C1)NC(C(C)C)P(O)O (1-carbobenzyloxyamino-2-methylpropanephosphonous acid). As a reaction SMILES: [NH2:1][CH:2]([P:6]([OH:8])[OH:7])[CH:3]([CH3:5])[CH3:4].[OH-].[Na+].Cl[C:12]([O:14][CH2:15][C:16]1[CH:21]=[CH:20][CH:19]=[CH:18][CH:17]=1)=[O:13]>O>[C:12]([NH:1][CH:2]([P:6]([OH:8])[OH:7])[CH:3]([CH3:5])[CH3:4])([O:14][CH2:15][C:16]1[CH:21]=[CH:20][CH:19]=[CH:18][CH:17]=1)=[O:13] |f:1.2|. Procedure: 27.5 parts of DL-1-amino-2-methylpropanephosphonous acid in 100 parts of water was stirred until solution occurred. The pH of the solution was adjusted to 9.5 with 4N sodium hydroxide and the mixture cooled to 0°. 34 Parts of benzyl chloroformate was added over 1 hour and the mixture stirred for 6 hours maintaining at pH 9.0-9.5 by periodic addition of 4N sodium hydroxide. The mixture was allowed to warm up to room temperature and then washed with ether. The aqueous portion was added slowly to a... Reactants: [Al+3], ClCCl, CCCCCCCCC(C)C(=O)O, [Cl-], [Cl-], [Cl-], [Cl-], Oc1ccccc1. The product is CCCCCCCCC(C)C(=O)c1ccc(O)cc1. RXN SMILES: [Al+3:23].[CH2:26]([Cl:27])[Cl:28].[CH3:1][CH:2]([C:3](=[O:4])[OH:5])[CH2:6][CH2:7][CH2:8][CH2:9][CH2:10][CH2:11][CH2:12][CH3:13].[Cl-:14].[Cl-:22].[Cl-:24].[Cl-:25].[OH:15][c:16]1[cH:17][cH:18][cH:19][cH:20][cH:21]1>>[CH3:1][CH:2]([C:3](=[O:5])[c:19]1[cH:18][cH:17][c:16]([OH:15])[cH:21][cH:20]1)[CH2:6][CH2:7][CH2:8][CH2:9][CH2:10][CH2:11][CH2:12][CH3:13]. Reactants: NC1CC1, Fc1ccc2c(c1)C(c1ccccc1Cl)=NCc1nnc(CCl)n1-2, [I-], [K+], C1CCOC1. Product: Fc1ccc2c(c1)C(c1ccccc1Cl)=NCc1nnc(CNC3CC3)n1-2. RXN SMILES: [CH:27]1([NH2:30])[CH2:28][CH2:29]1.[F:3][c:4]1[cH:5][cH:6][c:7]2[c:8]([cH:26]1)[C:9]([c:19]1[c:20]([Cl:25])[cH:21][cH:22][cH:23][cH:24]1)=[N:10][CH2:11][c:12]1[n:13]-2[c:14]([CH2:17][Cl:18])[n:15][n:16]1.[I-:2].[K+:1].[O:31]1[CH2:32][CH2:33][CH2:34][CH2:35]1>>[F:3][c:4]1[cH:5][cH:6][c:7]2[c:8]([cH:26]1)[C:9]([c:19]1[c:20]([Cl:25])[cH:21][cH:22][cH:23][cH:24]1)=[N:10][CH2:11][c:12]1[n:13]-2[c:14]([CH2:17][NH:30][CH:27]2[CH2:28][CH2:29]2)[n:15][n:16]1. Starting materials: Cc1ccc(C(=O)Nc2ccc(S(=O)(=O)O)c3cc(S(=O)(=O)O)cc(S(=O)(=O)O)c23)cc1[N+](=O)[O-], CO. Yields the product Cc1ccc(C(=O)Nc2ccc(S(=O)(=O)O)c3cc(S(=O)(=O)O)cc(S(=O)(=O)O)c23)cc1N. RXN SMILES: [CH3:1][c:2]1[c:3]([N+:33]([O-:34])=[O:35])[cH:4][c:5]([C:6](=[O:7])[NH:8][c:9]2[cH:10][cH:11][c:12]([S:27](=[O:28])(=[O:29])[OH:30])[c:13]3[cH:14][c:15]([S:23](=[O:24])(=[O:25])[OH:26])[cH:16][c:17]([S:19](=[O:20])(=[O:21])[OH:22])[c:18]23)[cH:31][cH:32]1.[CH3:36][OH:37]>>[CH3:1][c:2]1[c:3]([NH2:33])[cH:4][c:5]([C:6](=[O:7])[NH:8][c:9]2[cH:10][cH:11][c:12]([S:27](=[O:28])(=[O:29])[OH:30])[c:13]3[cH:14][c:15]([S:23](=[O:24])(=[O:25])[OH:26])[cH:16][c:17]([S:19](=[O:20])(=[O:21])[OH:22])[c:18]23)[cH:31][cH:32]1.